Dataset: the Open Reaction Database (ORD), a public repository of structured organic reaction records. Task: describe an organic reaction: reactants, conditions, products, and yield Reactants: [H-].[Na+] (sodium hydride), O (water), N1(N=NC=C1)CCOCC1=CC=C(C=C1)O (4-(2-[1,2,3]Triazol-1-yl-ethoxymethyl)-phenol), ClCC=1N=C(OC1)C=CC1=CC=C(C=C1)S(F)(F)(F)(F)F (4-chloromethyl-2-[2-(4-pentafluorosulfanyl-phenyl)-vinyl]-oxazole). Solvent: CN(C)C=O (DMF). Reaction conditions: time 15 minute. Product: FS(C1=CC=C(C=C1)/C=C/C=1OC=C(N1)COC1=CC=C(C=C1)COCCN1N=NC=C1)(F)(F)(F)F (1-[2-(4-{2-[(E)-2-(-4-Pentafluorosulfanyl-phenyl)-vinyl]-oxazol-4-ylmethoxy}-phenyl-methoxy)-ethyl]-1H-[1,2,3]triazole). Reaction SMILES: [H-].[Na+].[N:3]1([CH2:8][CH2:9][O:10][CH2:11][C:12]2[CH:17]=[CH:16][C:15]([OH:18])=[CH:14][CH:13]=2)[CH:7]=[CH:6][N:5]=[N:4]1.Cl[CH2:20][C:21]1[N:22]=[C:23]([CH:26]=[CH:27][C:28]2[CH:33]=[CH:32][C:31]([S:34]([F:39])([F:38])([F:37])([F:36])[F:35])=[CH:30][CH:29]=2)[O:24][CH:25]=1.O>CN(C=O)C>[F:37][S:34]([F:35])([F:36])([F:38])([F:39])[C:31]1[CH:32]=[CH:33][C:28](/[CH:27]=[CH:26]/[C:23]2[O:24][CH:25]=[C:21]([CH2:20][O:18][C:15]3[CH:14]=[CH:13][C:12]([CH2:11][O:10][CH2:9][CH2:8][N:3]4[CH:7]=[CH:6][N:5]=[N:4]4)=[CH:17][CH:16]=3)[N:22]=2)=[CH:29][CH:30]=1 |f:0.1|. Reported procedure: 14 mg (0.50 mmol) 95% sodium hydride were given to a solution of 110 mg (0.50 mmol) 4-(2-[1,2,3]Triazol-1-yl-ethoxymethyl)-phenol in 4.0 ml DMF and stirred for 15 min. 173 mg (0.50 mmol) 4-chloromethyl-2-[2-(4-pentafluorosulfanyl-phenyl)-vinyl]-oxazole were added and stirring continued at r.t. overnight. After addition of 10 ml water the resulting precipitate was washed twice with 10 ml water, 2×10 ml methanol, diethyl ether and dried at 45° C. in vacuum. Yield 155 mg (59%) colorless powder. The reactants are [Mn](=O)(=O)(=O)[O-].[K+] (potassium permanganate), C(CCCCC)C(CO)CCCCCCCC (2-hexyldecanol), S(O)(O)(=O)=O (sulphuric acid). Run in C(Cl)Cl (methylene chloride), O (water), C(Cl)Cl (methylene chloride). Product: C(CCCCC)C(C(=O)O)CCCCCCCC (2-hexyldecanoic acid). RXN SMILES: S(=O)(=O)(O)O.[CH2:6]([CH:12]([CH2:15][CH2:16][CH2:17][CH2:18][CH2:19][CH2:20][CH2:21][CH3:22])[CH2:13][OH:14])[CH2:7][CH2:8][CH2:9][CH2:10][CH3:11].[Mn]([O-])(=O)(=O)=[O:24].[K+]>O.C(Cl)Cl>[CH2:6]([CH:12]([CH2:15][CH2:16][CH2:17][CH2:18][CH2:19][CH2:20][CH2:21][CH3:22])[C:13]([OH:24])=[O:14])[CH2:7][CH2:8][CH2:9][CH2:10][CH3:11] |f:2.3|. Procedure: Concentrated sulphuric acid (100 g) was diluted with water (750 ml) and this solution was cooled to room temperature and added to a solution of 2-hexyldecanol (242 g) in methylene chloride (600 ml). The solutions were stirred together beneath a reflux condenser and solid potassium permanganate was added in portions during 5 hours so as to maintain gentle boiling of the methylene chloride. The mixture was filtered to remove precipitate manganese dioxide, and the organic layer was separated and wa... Reactants: CCN(CC)CC1CCCCN1CCN, CC#N, Cc1nn(C)c2c1N(C(=O)Cl)c1cccnc1NC2=O. The product is CCN(CC)CC1CCCCN1CCNC(=O)N1c2cccnc2NC(=O)c2c1c(C)nn2C. RXN SMILES: [CH2:21]([CH3:22])[N:23]([CH2:24][CH3:25])[CH2:26][CH:27]1[N:28]([CH2:33][CH2:34][NH2:35])[CH2:29][CH2:30][CH2:31][CH2:32]1.[CH3:36][C:37]#[N:38].[Cl:1][C:2](=[O:3])[N:4]1[c:5]2[c:6]([n:17][cH:18][cH:19][cH:20]2)[NH:7][C:8](=[O:16])[c:9]2[c:10]1[c:11]([CH3:15])[n:12][n:13]2[CH3:14]>>[C:2](=[O:3])([N:4]1[c:5]2[c:6]([n:17][cH:18][cH:19][cH:20]2)[NH:7][C:8](=[O:16])[c:9]2[c:10]1[c:11]([CH3:15])[n:12][n:13]2[CH3:14])[NH:35][CH2:34][CH2:33][N:28]1[CH:27]([CH2:26][N:23]([CH2:21][CH3:22])[CH2:24][CH3:25])[CH2:32][CH2:31][CH2:30][CH2:29]1. Starting materials: BrC1=CC(=CC(=C1)F)Br (1,3-dibromo-5-fluoro-benzene), C(=O)(O)[O-].[Na+] (NaHCO3), [H-].[Na+] (NaH), oil, CC(C)O (i-PrOH). The solvent is CN(C)C=O (DMF), CN(C)C=O (DMF). Run at temperature 0 celsius, time 15 minute. Product: BrC1=CC(=CC(=C1)OC(C)C)Br (1,3-dibromo-5-isopropoxy-benzene). As a reaction SMILES: [H-].[Na+].[CH3:3][CH:4]([OH:6])[CH3:5].[Br:7][C:8]1[CH:13]=[C:12](F)[CH:11]=[C:10]([Br:15])[CH:9]=1.C([O-])(O)=O.[Na+]>CN(C=O)C>[Br:7][C:8]1[CH:13]=[C:12]([O:6][CH:4]([CH3:5])[CH3:3])[CH:11]=[C:10]([Br:15])[CH:9]=1 |f:0.1,4.5|. Reported procedure: To a solution of NaH 60% dispersion in mineral oil (1.89 g, 47.25 mmol) in dry DMF (20 mL) under inert atmosphere was added dropwise at 0° C. i-PrOH (3.62 mL, 47.25 mmol). The mixture was stirred at 0° C. for 15 min. Then, a solution of 1,3-dibromo-5-fluoro-benzene (1.98 mL, 15.75 mmol) in dry DMF (20 mL) was added dropwise at 0° C. The reaction mixture was stirred for 16 h at room temperature. A saturated solution of NaHCO3 was added dropwise and the crude product was extracted with Et2O (2 tim... Reactants: [BH4-], CCC(=O)c1oc2ccc(OCc3ccccc3)cc2c1C, CO, [Na+], C1CCOC1. Yields the product CCC(O)c1oc2ccc(OCc3ccccc3)cc2c1C. RXN SMILES: [BH4-:23].[CH2:1]([c:2]1[cH:3][cH:4][cH:5][cH:6][cH:7]1)[O:8][c:9]1[cH:10][cH:11][c:12]2[c:13]([c:14]([CH3:21])[c:15]([C:17]([CH2:18][CH3:19])=[O:20])[o:16]2)[cH:22]1.[CH3:30][OH:31].[Na+:24].[O:25]1[CH2:26][CH2:27][CH2:28][CH2:29]1>>[CH2:1]([c:2]1[cH:3][cH:4][cH:5][cH:6][cH:7]1)[O:8][c:9]1[cH:10][cH:11][c:12]2[c:13]([c:14]([CH3:21])[c:15]([CH:17]([CH2:18][CH3:19])[OH:20])[o:16]2)[cH:22]1. Reactants: CN(C)C=O, Cl, Nc1cc(I)c2[nH]ccc2c1, N#C[N-]C#N, [Na+]. Yields the product N#CN=C(N)Nc1cc(I)c2[nH]ccc2c1. Reaction SMILES: [CH3:19][N:20]([CH3:21])[CH:22]=[O:23].[ClH:1].[I:2][c:3]1[cH:4][c:5]([NH2:12])[cH:6][c:7]2[cH:8][cH:9][nH:10][c:11]12.[N-:13]([C:14]#[N:15])[C:16]#[N:17].[Na+:18]>>[I:2][c:3]1[cH:4][c:5]([NH:12][C:16](=[N:13][C:14]#[N:15])[NH2:17])[cH:6][c:7]2[cH:8][cH:9][nH:10][c:11]12. The reactants are C1(=CC=CC=C1)[Sb](C1=CC=CC=C1)(C1=CC=CC=C1)=O (Triphenyl antimony oxide), OC1=CC=C(C(=O)O)C=C1 (p-hydroxy-benzoic acid). Yields the product OC1=CC=C(C(=O)[O-])C=C1.OC1=CC=C(C(=O)[O-])C=C1.C1(=CC=CC=C1)[Sb+2](C1=CC=CC=C1)C1=CC=CC=C1 (triphenyl antimony di(p-hydroxybenzoate)). As a reaction SMILES: [C:1]1([Sb:7](=O)([C:14]2[CH:19]=[CH:18][CH:17]=[CH:16][CH:15]=2)[C:8]2[CH:13]=[CH:12][CH:11]=[CH:10][CH:9]=2)[CH:6]=[CH:5][CH:4]=[CH:3][CH:2]=1.[OH:21][C:22]1[CH:30]=[CH:29][C:25]([C:26]([OH:28])=[O:27])=[CH:24][CH:23]=1>>[OH:21][C:22]1[CH:30]=[CH:29][C:25]([C:26]([O-:28])=[O:27])=[CH:24][CH:23]=1.[OH:21][C:22]1[CH:30]=[CH:29][C:25]([C:26]([O-:28])=[O:27])=[CH:24][CH:23]=1.[C:14]1([Sb+2:7]([C:1]2[CH:2]=[CH:3][CH:4]=[CH:5][CH:6]=2)[C:8]2[CH:13]=[CH:12][CH:11]=[CH:10][CH:9]=2)[CH:15]=[CH:16][CH:17]=[CH:18][CH:19]=1 |f:2.3.4|. Reported procedure: Triphenyl antimony oxide was reacted with p-hydroxy-benzoic acid to yield triphenyl antimony di(p-hydroxybenzoate). ##STR12##